Dataset: the Open Reaction Database (ORD), a public repository of structured organic reaction records. Task: describe an organic reaction: reactants, conditions, products, and yield Starting materials: COC(=O)c1cc(-n2nnnc2C(F)(F)F)ccc1OC, CO, Cl, [Na+], C1CCOC1, [OH-]. Product: COc1ccc(-n2nnnc2C(F)(F)F)cc1C(=O)O. RXN SMILES: [CH3:1][O:2][c:3]1[c:4]([C:5](=[O:6])[O:7][CH3:8])[cH:9][c:10](-[n:13]2[n:14][n:15][n:16][c:17]2[C:18]([F:19])([F:20])[F:21])[cH:11][cH:12]1.[CH3:30][OH:31].[ClH:24].[Na+:23].[O:25]1[CH2:26][CH2:27][CH2:28][CH2:29]1.[OH-:22]>>[CH3:1][O:2][c:3]1[c:4]([C:5](=[O:6])[OH:7])[cH:9][c:10](-[n:13]2[n:14][n:15][n:16][c:17]2[C:18]([F:19])([F:20])[F:21])[cH:11][cH:12]1.